This data is from the Open Reaction Database (ORD), a public repository of structured organic reaction records. The task is: describe an organic reaction: reactants, conditions, products, and yield The reactants are C(\C=C\C(=O)O)(=O)O (fumaric acid), C(#N)[BH3-].[Na+] (Sodium cyanoborohydride), ClC=1C(=CC=2C=C3N(C2C1)CCNC3)C (7-chloro-8-methyl-1,2,3,4-tetrahydropyrazino[1,2-a]indole), C(O)([O-])=O.[Na+] (sodium hydrogen carbonate). The solvent is CC(C)O (2-propanol), CC(C)O (2-propanol), C(C)(=O)O (acetic acid). Run at time 4 hour. The product is ClC=1C(=CC=2CC3N(C2C1)CCNC3)C ((RS) 7-Chloro-8-methyl-1,2,3,4,10,10a-hexahydropyrazino[1,2-a]indole). Yield: 16.3%. RXN SMILES: C([BH3-])#N.[Na+].[Cl:5][C:6]1[C:7]([CH3:19])=[CH:8][C:9]2[CH:10]=[C:11]3[CH2:18][NH:17][CH2:16][CH2:15][N:12]3[C:13]=2[CH:14]=1.C(=O)([O-])O.[Na+].C(O)(=O)/C=C/C(O)=O>C(O)(=O)C.CC(O)C>[Cl:5][C:6]1[C:7]([CH3:19])=[CH:8][C:9]2[CH2:10][CH:11]3[CH2:18][NH:17][CH2:16][CH2:15][N:12]3[C:13]=2[CH:14]=1 |f:0.1,3.4|. Reported procedure: Sodium cyanoborohydride (95%, 0.24 g, 3.6 mmol) was added in 1 portion to a stirred solution of 7-chloro-8-methyl-1,2,3,4-tetrahydropyrazino[1,2-a]indole (0.25 g, 1.1 mmol) in acetic acid (10 mL) at 10° C. under Ar. The reaction was then allowed to warm to room temperature and stirred for 4 h. The mixture was then poured into saturated aqueous sodium hydrogen carbonate solution (100 mL) and extracted with ethyl acetate (3×50 mL). The combined organic extracts were washed with brine (1×50 mL), dr... Starting materials: C(#N)C1=C(C=C(C=C1)N([C@@H](C)C(=O)O)CC(F)(F)F)C(F)(F)F (N-[4-cyano-3-(trifluoromethyl)phenyl]-N-(2,2,2-trifluoroethyl)alanine), CNC (dimethylamine). Product: C(#N)C1=C(C=C(C=C1)N([C@@H](C)C(=O)N(C)C)CC(F)(F)F)C(F)(F)F (N2-[4-Cyano-3-(trifluoromethyl)phenyl]-N1,N1-dimethyl-N2-(2,2,2-trifluoroethyl)alaninamide). RXN SMILES: [C:1]([C:3]1[CH:8]=[CH:7][C:6]([N:9]([CH2:15][C:16]([F:19])([F:18])[F:17])[C@H:10]([C:12]([OH:14])=O)[CH3:11])=[CH:5][C:4]=1[C:20]([F:23])([F:22])[F:21])#[N:2].[CH3:24][NH:25][CH3:26]>>[C:1]([C:3]1[CH:8]=[CH:7][C:6]([N:9]([CH2:15][C:16]([F:18])([F:19])[F:17])[C@H:10]([C:12]([N:25]([CH3:26])[CH3:24])=[O:14])[CH3:11])=[CH:5][C:4]=1[C:20]([F:22])([F:21])[F:23])#[N:2]. Procedure: Synthesized as described in example 3 using N-[4-cyano-3-(trifluoromethyl)phenyl]-N-(2,2,2-trifluoroethyl)alanine and dimethylamine: 1H NMR (400 MHz, CDCl3) δ 7.69 (d, J=8.8 Hz, 1H), 7.10 (d, J=2.7 Hz, 1H), 7.01 (dd, J=9.0, 2.7 Hz, 1H), 4.80 (q, J=7.0 Hz, 1H), 4.30 (m, 2H), 3.07 (s, 3H), 2.96 (s, 3H), 1.48 (d, J=7.0 Hz, 3H). Starting materials: BrCCCOC1=CC=C(C=C1)[N+](=O)[O-] (1-(3-bromopropoxy)-4-nitrobenzene), Cl.COC=1C=C2CCNCC2=CC1OC (1,2,3,4-tetrahydro-6,7-dimethoxyisoquinoline hydrochloride), C([O-])([O-])=O.[K+].[K+] (potassium carbonate). Solvent: CN(C)C=O (DMF). The product is COC=1C=C2CCN(CC2=CC1OC)CCCOC1=CC=C(C=C1)[N+](=O)[O-] (1,2,3,4-Tetrahydro-6,7-dimethoxy-2-[3-(4-nitrophenoxy)propyl]isoquinoline). Isolated yield 79.2%. Reaction SMILES: Br[CH2:2][CH2:3][CH2:4][O:5][C:6]1[CH:11]=[CH:10][C:9]([N+:12]([O-:14])=[O:13])=[CH:8][CH:7]=1.Cl.[CH3:16][O:17][C:18]1[CH:19]=[C:20]2[C:25](=[CH:26][C:27]=1[O:28][CH3:29])[CH2:24][NH:23][CH2:22][CH2:21]2.C(=O)([O-])[O-].[K+].[K+]>CN(C=O)C>[CH3:16][O:17][C:18]1[CH:19]=[C:20]2[C:25](=[CH:26][C:27]=1[O:28][CH3:29])[CH2:24][N:23]([CH2:2][CH2:3][CH2:4][O:5][C:6]1[CH:11]=[CH:10][C:9]([N+:12]([O-:14])=[O:13])=[CH:8][CH:7]=1)[CH2:22][CH2:21]2 |f:1.2,3.4.5|. Procedure details: A mixture of 1-(3-bromopropoxy)-4-nitrobenzene (10 g), 1,2,3,4-tetrahydro-6,7-dimethoxyisoquinoline hydrochloride (8.8 g) and potassium carbonate (10.6 g) in DMF (100 ml) was heated at 100° for 16 h. The mixture was then filtered and the filtrate evaporated. The residue was taken up in water and extracted with dichloromethane. The organic layer was washed with water, dried, and evaporated to give an oil which crystallised in ether to give the title compound (11.3 g), m.p. 100°.